This data is from the Open Reaction Database (ORD), a public repository of structured organic reaction records. The task is: describe an organic reaction: reactants, conditions, products, and yield Reactants: product, C(C1=CC=CC=C1)(=O)Cl (benzoylchloride), [OH-].[Na+] (sodium hydroxide), [OH-].[Na+] (sodium hydroxide), C1(=CC=CC=C1)CC(=O)Cl (phenylacetyl chloride), [OH-].[Na+] (sodium hydroxide), Cl.C(C)(C)(C)NN (t-butylhydrazine hydrochloride). Solvent: C1(=CC=CC=C1)C (toluene), CCCCCC (hexane), CCCCCC (hexane), C1(=CC=CC=C1)C (toluene). Run at temperature 5 celsius, time 15 minute. Product: C(C)(C)(C)N(NC(CC1=CC=CC=C1)=O)C(C1=CC=CC=C1)=O (N'-t-butyl-N-phenylacetyl-N'-benzoylhydrazine). Reaction SMILES: Cl.[C:2]([NH:6][NH2:7])([CH3:5])([CH3:4])[CH3:3].[OH-].[Na+].[C:10]1([CH2:16][C:17](Cl)=[O:18])[CH:15]=[CH:14][CH:13]=[CH:12][CH:11]=1.[C:20](Cl)(=[O:27])[C:21]1[CH:26]=[CH:25][CH:24]=[CH:23][CH:22]=1>C1(C)C=CC=CC=1.CCCCCC>[C:2]([N:6]([C:20](=[O:27])[C:21]1[CH:26]=[CH:25][CH:24]=[CH:23][CH:22]=1)[NH:7][C:17](=[O:18])[CH2:16][C:10]1[CH:15]=[CH:14][CH:13]=[CH:12][CH:11]=1)([CH3:5])([CH3:4])[CH3:3] |f:0.1,2.3|. Procedure: To a stirred suspension of t-butylhydrazine hydrochloride (2.0 g, 0.016M) in toluene (30 ml) was added 50% sodium hydroxide (1.3 g, 0.016M). After 15 minutes, the mixture was cooled to 5° C. and phenylacetyl chloride (2.4 g, 0.016M) and 50% sodium hydroxide (1.3 g, 0.016M) were added separately and simultaneously so as to maintain the reaction temperature below 10° C. After the addition, the reaction mixture was allowed to warm to room temperature and stirred for 1 hour. The mixture was diluted ... Starting materials: Cc1ccc(SCC(C)(C(F)(F)F)C(F)(F)F)cc1, CC(=O)O, O, OO. Yields the product Cc1ccc(S(=O)CC(C)(C(F)(F)F)C(F)(F)F)cc1. RXN SMILES: [CH3:1][c:2]1[cH:3][cH:4][c:5]([S:8][CH2:9][C:10]([C:11]([F:12])([F:13])[F:14])([C:15]([F:16])([F:17])[F:18])[CH3:19])[cH:6][cH:7]1.[CH3:23][C:24](=[O:25])[OH:26].[OH2:22].[OH:20][OH:21]>>[CH3:1][c:2]1[cH:3][cH:4][c:5]([S:8]([CH2:9][C:10]([C:11]([F:12])([F:13])[F:14])([C:15]([F:16])([F:17])[F:18])[CH3:19])=[O:20])[cH:6][cH:7]1. Starting materials: CCC(O)(C=Cc1ccc(C(CC)(CC)c2ccc(B3OC(C)(C)C(C)(C)O3)cc2)cc1C)CC, CCOC(=O)Cc1ccc(Cl)nc1, CN(C)C=O, [K+], [K+], [K+], O=P([O-])([O-])[O-]. Product: CCOC(=O)Cc1ccc(-c2ccc(C(CC)(CC)c3ccc(C=CC(O)(CC)CC)c(C)c3)cc2)nc1. Reaction SMILES: [CH2:1]([CH3:2])[C:3]([CH:4]=[CH:5][c:6]1[c:7]([CH3:32])[cH:8][c:9]([C:12]([CH2:13][CH3:14])([c:15]2[cH:16][cH:17][c:18]([B:21]3[O:22][C:23]([CH3:24])([CH3:25])[C:26]([CH3:27])([CH3:28])[O:29]3)[cH:19][cH:20]2)[CH2:30][CH3:31])[cH:10][cH:11]1)([CH2:33][CH3:34])[OH:35].[CH2:36]([CH3:37])[O:38][C:39]([CH2:40][c:41]1[cH:42][n:43][c:44]([Cl:47])[cH:45][cH:46]1)=[O:48].[CH3:57][N:58]([CH3:59])[CH:60]=[O:61].[K+:54].[K+:55].[K+:56].[P:49]([O-:50])([O-:51])([O-:52])=[O:53]>>[CH2:1]([CH3:2])[C:3]([CH:4]=[CH:5][c:6]1[c:7]([CH3:32])[cH:8][c:9]([C:12]([CH2:13][CH3:14])([c:15]2[cH:16][cH:17][c:18](-[c:44]3[n:43][cH:42][c:41]([CH2:40][C:39]([O:38][CH2:36][CH3:37])=[O:48])[cH:46][cH:45]3)[cH:19][cH:20]2)[CH2:30][CH3:31])[cH:10][cH:11]1)([CH2:33][CH3:34])[OH:35]. Reactants: [BH4-], C=CCC1(C(=O)OC(C)(C)C)CN(C(C)c2ccccc2)C(=O)C1COCc1ccccc1, CO, [Cl-], [NH4+], [Na+], O. Yields the product CC(c1ccccc1)N1CC(CCO)(C(=O)OC(C)(C)C)C(COCc2ccccc2)C1=O. As a reaction SMILES: [BH4-:35].[C:1]([CH3:2])([CH3:3])([CH3:4])[O:5][C:6](=[O:7])[C:8]1([CH2:31][CH:32]=[CH2:33])[CH2:9][N:10]([CH:23]([CH3:24])[c:25]2[cH:26][cH:27][cH:28][cH:29][cH:30]2)[C:11](=[O:22])[CH:12]1[CH2:13][O:14][CH2:15][c:16]1[cH:17][cH:18][cH:19][cH:20][cH:21]1.[CH3:39][OH:40].[Cl-:37].[NH4+:38].[Na+:36].[O:34]>>[C:1]([CH3:2])([CH3:3])([CH3:4])[O:5][C:6](=[O:7])[C:8]1([CH2:31][CH2:32][OH:40])[CH2:9][N:10]([CH:23]([CH3:24])[c:25]2[cH:26][cH:27][cH:28][cH:29][cH:30]2)[C:11](=[O:22])[CH:12]1[CH2:13][O:14][CH2:15][c:16]1[cH:17][cH:18][cH:19][cH:20][cH:21]1. The reactants are ClC1=CC=C2C(=CC=NC2=C1)N1CCN(CC1)C(=O)NC1CC(CCCC1)O (4-(7-chloro-4-quinolinyl)-N-(3-hydroxycycloheptyl)-1-piperazinecarboxamide), [H-].[Na+] (NaH), BrC1=NC=CC(=C1)C (2-bromo-4-picoline). Product: ClC1=CC=C2C(=CC=NC2=C1)N1CCN(CC1)C(=O)NC1CC(CCCC1)OC1=NC=CC(=C1)C (4-(7-Chloro-4-quinolinyl)-N-[3-[(4-methyl-2pyridinyl)oxy]cycloheptyl]-1-piperazinecarboxamide). As a reaction SMILES: [Cl:1][C:2]1[CH:11]=[C:10]2[C:5]([C:6]([N:12]3[CH2:17][CH2:16][N:15]([C:18]([NH:20][CH:21]4[CH2:27][CH2:26][CH2:25][CH2:24][CH:23]([OH:28])[CH2:22]4)=[O:19])[CH2:14][CH2:13]3)=[CH:7][CH:8]=[N:9]2)=[CH:4][CH:3]=1.[H-].[Na+].Br[C:32]1[CH:37]=[C:36]([CH3:38])[CH:35]=[CH:34][N:33]=1>>[Cl:1][C:2]1[CH:11]=[C:10]2[C:5]([C:6]([N:12]3[CH2:17][CH2:16][N:15]([C:18]([NH:20][CH:21]4[CH2:27][CH2:26][CH2:25][CH2:24][CH:23]([O:28][C:32]5[CH:37]=[C:36]([CH3:38])[CH:35]=[CH:34][N:33]=5)[CH2:22]4)=[O:19])[CH2:14][CH2:13]3)=[CH:7][CH:8]=[N:9]2)=[CH:4][CH:3]=1 |f:1.2|. Reported procedure: As described for example 138, 4-(7-chloro-4-quinolinyl)-N-(3-hydroxycycloheptyl)-1-piperazinecarboxamide, NaH, and 2-bromo-4-picoline are reacted to give the product. LC-MS 494 (M++1). 1H NMR (CDCl3) δ 8.75 (d, 1H), 8.05 (s, 1H), 7.98 (d, 1H), 7.85 (d, 1H), 7.45 (d, 1H), 6.85 (d, 1H), 6.68 (d, 1H), 6.56 (s, 1H), 6.20 (d, 1H), 5.16 (m, 1H), 4.10 (m, 1H), 3.78 (m, 4H), 3.25 (m, 4H), 2.25 (s, 3H), 2.10 (m, 3H), 1.85 (m, 2H), 1.30–1.73 (m, 5H). The reactants are O=C(NC(Cc1ccccc1)C(=O)O)c1ccccc1, CC(=O)OC(C)=O. Yields the product O=C1OC(c2ccccc2)=NC1Cc1ccccc1. As a reaction SMILES: [C:1]([c:2]1[cH:3][cH:4][cH:5][cH:6][cH:7]1)(=[O:8])[NH:9][CH:10]([CH2:11][c:12]1[cH:13][cH:14][cH:15][cH:16][cH:17]1)[C:18](=[O:19])[OH:20].[CH3:21][C:22]([O:23][C:24](=[O:25])[CH3:26])=[O:27]>>[C:1]1([c:2]2[cH:3][cH:4][cH:5][cH:6][cH:7]2)=[N:9][CH:10]([CH2:11][c:12]2[cH:13][cH:14][cH:15][cH:16][cH:17]2)[C:18](=[O:19])[O:20]1. Reactants: C(C1=CC=CC=C1)OC1=C2C[C@H]([C@@H](OC2=CC(=C1)OCC1=CC=CC=C1)C1=CC(=C(C(=C1)OCC1=CC=CC=C1)OCC1=CC=CC=C1)OCC1=CC=CC=C1)O ((±)-trans-5,7-bis-benzyloxy-2-[3,4,5-tris(benzyloxy)phenyl]chroman-3-ol), C1(=CC=CC=C1)P(C1=CC=CC=C1)C1=CC=CC=C1 (triphenylphosphine), CCOC(=O)/N=N/C(=O)OCC (diethylazodicarboxylate), C1(=CC=CC=C1)P(=O)(C1=CC=CC=C1)N=[N+]=[N-] (diphenylphosphoryl azide). Run in O (H2O), CCOC(=O)C (EtOAc), C1CCOC1 (THF). Run at time 2 hour. Product: C(C1=CC=CC=C1)OC1=C2C[C@@H]([C@@H](OC2=CC(=C1)OCC1=CC=CC=C1)C1=CC(=C(C(=C1)OCC1=CC=CC=C1)OCC1=CC=CC=C1)OCC1=CC=CC=C1)N (cis-(±)-5,7-Bis-benzyloxy-2-(3,4,5-tris-benzyloxyphenyl)-chroman-3-yl-amine). As a reaction SMILES: [CH2:1]([O:8][C:9]1[CH:18]=[C:17]([O:19][CH2:20][C:21]2[CH:26]=[CH:25][CH:24]=[CH:23][CH:22]=2)[CH:16]=[C:15]2[C:10]=1[CH2:11][C@@H:12](O)[C@H:13]([C:27]1[CH:32]=[C:31]([O:33][CH2:34][C:35]3[CH:40]=[CH:39][CH:38]=[CH:37][CH:36]=3)[C:30]([O:41][CH2:42][C:43]3[CH:48]=[CH:47][CH:46]=[CH:45][CH:44]=3)=[C:29]([O:49][CH2:50][C:51]3[CH:56]=[CH:55][CH:54]=[CH:53][CH:52]=3)[CH:28]=1)[O:14]2)[C:2]1[CH:7]=[CH:6][CH:5]=[CH:4][CH:3]=1.C1(P(C2C=CC=CC=2)C2C=CC=CC=2)C=CC=CC=1.CCOC(/[N:82]=N/C(OCC)=O)=O.C1(P(N=[N+]=[N-])(C2C=CC=CC=2)=O)C=CC=CC=1>C1COCC1.O.CCOC(C)=O>[CH2:1]([O:8][C:9]1[CH:18]=[C:17]([O:19][CH2:20][C:21]2[CH:26]=[CH:25][CH:24]=[CH:23][CH:22]=2)[CH:16]=[C:15]2[C:10]=1[CH2:11][C@H:12]([NH2:82])[C@H:13]([C:27]1[CH:32]=[C:31]([O:33][CH2:34][C:35]3[CH:40]=[CH:39][CH:38]=[CH:37][CH:36]=3)[C:30]([O:41][CH2:42][C:43]3[CH:48]=[CH:47][CH:46]=[CH:45][CH:44]=3)=[C:29]([O:49][CH2:50][C:51]3[CH:56]=[CH:55][CH:54]=[CH:53][CH:52]=3)[CH:28]=1)[O:14]2)[C:2]1[CH:7]=[CH:6][CH:5]=[CH:4][CH:3]=1. Procedure details: To a solution of (±)-trans-5,7-bis-benzyloxy-2-[3,4,5-tris(benzyloxy)phenyl]chroman-3-ol ((±)-1) (152.6 mg, 0.2 mmol) in THF (8.0 mL) was added triphenylphosphine (262.3 mg, 1.0 mmol), diethylazodicarboxylate (174.2 mg, 1.0 mmol) and diphenylphosphoryl azide (269.7 mg, 0.98 mmol) at room temperature. The solution was stirred at room temperature for 2 hours. EtOAc (20 mL) and H2O (10 mL) were added and stirred for an additional 10 minutes. The layers were separated and the aqueous layer was extra... Starting materials: C12(CC3CC(CC(C1)C3)C2)COC(=O)C2(OC3=C(O2)C=CC(=C3)C[C@@H](C)NC[C@H](O)C3=CC(=CC=C3)Cl)C(=O)OCC32CC1CC(CC(C3)C1)C2 (5-{(2R)-2-[(2R)-2-(3-chloro-phenyl)-2-hydroxy-ethylamino]-propyl}-benzo[1,3]dioxole-2,2-dicarboxylic acid bis-adamantan-1-ylmethyl ester), [K+].[Br-] (KBr). The solvent is C(Cl)(Cl)Cl (CHCl3). Yields the product C12(CC3CC(CC(C1)C3)C2)COC(=O)C2(OC3=C(O2)C=CC(=C3)C[C@@H](C)NC[C@H](O)C3=CC(=CC=C3)Cl)C(=O)O (5-{(2R)-2-[(2R)-2-(3-Chloro-phenyl)-2-hydroxy-ethylamino]-propyl}-benzo[1,3]dioxole-2,2-dicarboxylic acid adamantan-1-ylmethyl ester). As a reaction SMILES: [C:1]12([CH2:11][O:12][C:13]([C:15]3([C:38]([O:40]CC45CC6CC(CC(C6)C4)C5)=[O:39])[O:19][C:18]4[CH:20]=[CH:21][C:22]([CH2:24][C@H:25]([NH:27][CH2:28][C@@H:29]([C:31]5[CH:36]=[CH:35][CH:34]=[C:33]([Cl:37])[CH:32]=5)[OH:30])[CH3:26])=[CH:23][C:17]=4[O:16]3)=[O:14])[CH2:10][CH:5]3[CH2:6][CH:7]([CH2:9][CH:3]([CH2:4]3)[CH2:2]1)[CH2:8]2.[K+].[Br-]>C(Cl)(Cl)Cl>[C:1]12([CH2:11][O:12][C:13]([C:15]3([C:38]([OH:40])=[O:39])[O:19][C:18]4[CH:20]=[CH:21][C:22]([CH2:24][C@H:25]([NH:27][CH2:28][C@@H:29]([C:31]5[CH:36]=[CH:35][CH:34]=[C:33]([Cl:37])[CH:32]=5)[OH:30])[CH3:26])=[CH:23][C:17]=4[O:16]3)=[O:14])[CH2:10][CH:5]3[CH2:6][CH:7]([CH2:9][CH:3]([CH2:4]3)[CH2:2]1)[CH2:8]2 |f:1.2|. Procedure details: The title compound was prepared from 5-{(2R)-2-[(2R)-2-(3-chloro-phenyl)-2-hydroxy-ethylamino]-propyl}-benzo[1,3]dioxole-2,2-dicarboxylic acid bis-adamantan-1-ylmethyl ester according to the procedure of Example 22 as an off-white solid; 1H NMR (DMSO) δ 1.03-1.09 (m, 3H), 1.44 (s, 6H), 1.45-1.64 (m, 8H), 1.86 (s, 4H), 3.02-3.15 (m, 1H), 3.25-3.55 (m, 2H), 3.70-3.80 (m, 2H), 4.58 (s, 2H), 5.06-5.10 (m, 1H), 6.52-6.65 (m, 1H), 6.79-6.88 (m, 2H), 7.32-7.49 (m, 3H), 7.49 (s, 1H); IR (KBr) 3384 cm-1 ... The reactants are S1C=C(C=C1)C=CC1=NC2=C(C(O1)=O)C=CC=C2 (2-[2-(3-thienyl)vinyl]-4H-3,1-benzoxazine-4-one), [OH-].[Na+] (NaOH). Solvent: CO (methanol). Run at temperature 70 celsius. Yields the product S1C=C(C=C1)C=CC(=O)NC1=C(C(=O)O)C=CC=C1 (2-[3-(3-thienyl)acrylamido]benzoic acid). The yield is 96.0%. RXN SMILES: [S:1]1[CH:5]=[CH:4][C:3]([CH:6]=[CH:7][C:8]2[O:13][C:12](=[O:14])[C:11]3[CH:15]=[CH:16][CH:17]=[CH:18][C:10]=3[N:9]=2)=[CH:2]1.[OH-:19].[Na+]>CO>[S:1]1[CH:5]=[CH:4][C:3]([CH:6]=[CH:7][C:8]([NH:9][C:10]2[CH:18]=[CH:17][CH:16]=[CH:15][C:11]=2[C:12]([OH:19])=[O:14])=[O:13])=[CH:2]1 |f:1.2|. Procedure: To 2-[2-(3-thienyl)vinyl]-4H-3,1-benzoxazine-4-one (800 mg, 3.13 mmol) was added 1N-NaOH (21.9 ml) and the mixture was heated to 70° C. After adding methanol (30 ml), and the mixture was reacted for 1 hour. The methanol was removed from the reaction mixture under reduced pressure, and the residue was acidified with 10% HCl under cooling (pH about 4) to give a white solid, which was collected on a filter, washed with water, and dried to give the title compound (826 mg, yield, 96%). m.p., 218°-219...